From a dataset of the Open Reaction Database (ORD), a public repository of structured organic reaction records. describe an organic reaction: reactants, conditions, products, and yield Reactants: Cc1cc(N2CC(S(=O)(=O)c3ccc(F)cc3C(F)(F)F)CC2C(=O)NC2(C#N)CC2)n(C2CCC2)n1, O=C([O-])[O-], [Cs+], [Cs+], c1cn[nH]c1. The product is Cc1cc(N2CC(S(=O)(=O)c3ccc(-n4cccn4)cc3C(F)(F)F)CC2C(=O)NC2(C#N)CC2)n(C2CCC2)n1. Reaction SMILES: [C:12](#[N:13])[C:14]1([NH:17][C:18](=[O:19])[CH:20]2[N:21]([c:39]3[n:40]([CH:45]4[CH2:46][CH2:47][CH2:48]4)[n:41][c:42]([CH3:44])[cH:43]3)[CH2:22][CH:23]([S:25](=[O:26])(=[O:27])[c:28]3[c:29]([C:35]([F:36])([F:37])[F:38])[cH:30][c:31]([F:34])[cH:32][cH:33]3)[CH2:24]2)[CH2:15][CH2:16]1.[C:6](=[O:7])([O-:8])[O-:9].[Cs+:10].[Cs+:11].[nH:1]1[n:2][cH:3][cH:4][cH:5]1>>[n:1]1(-[c:31]2[cH:30][c:29]([C:35]([F:36])([F:37])[F:38])[c:28]([S:25]([CH:23]3[CH2:22][N:21]([c:39]4[n:40]([CH:45]5[CH2:46][CH2:47][CH2:48]5)[n:41][c:42]([CH3:44])[cH:43]4)[CH:20]([C:18]([NH:17][C:14]4([C:12]#[N:13])[CH2:15][CH2:16]4)=[O:19])[CH2:24]3)(=[O:26])=[O:27])[cH:33][cH:32]2)[n:2][cH:3][cH:4][cH:5]1. Starting materials: C(CCCCCCC#C)O (8-nonyn-1-ol), white solid, 2C, C(C#CCCCCCCCCCCCC)O (2- pentadecyn-1-ol), NCCCN (1,3-diaminopropane), ( 2C ). Product: C(CCCCCCCCCCCCC#C)O (14-pentadecyn-1-ol). RXN SMILES: C(O)CCCCCCC#C.[CH2:11]([OH:26])[C:12]#[C:13][CH2:14][CH2:15][CH2:16][CH2:17][CH2:18][CH2:19][CH2:20][CH2:21][CH2:22][CH2:23][CH2:24][CH3:25].NCCCN>>[CH2:11]([OH:26])[CH2:12][CH2:13][CH2:14][CH2:15][CH2:16][CH2:17][CH2:18][CH2:19][CH2:20][CH2:21][CH2:22][CH2:23][C:24]#[CH:25]. Procedure details: The same procedure for 8-nonyn-1-ol was followed with 2- pentadecyn-1-ol (4.51 g, 20.1 mmol), KH (2.38 g, 59.4 mmol), and 1,3-diaminopropane (65 mL). This produced 3.18 g of white solid (70%): mp 42-44° C. IR (thin film( ν 3430, 2926, 2252 cm−1: 1H—NMR δ4.30 (t, 1H, J=5.0 Hz), 3.64 (t, 2H, J=6.6 Hz), 2.18 (td, 2H, J=2.6 Hz, 6.6 Hz), 1.94 (t, 1H, J=2.6 Hz), 1.49-1.26 (bm, 22H); 13C—NMR δ 84.8, 68.0, 63.1, 32.8, 29.6, (2C), 29.5 (2C), 29.4, 28.9, 28.5, 28.7, 28.0, 25.7, 18.4; MS m/z 231.53 (M++Li)... The reactants are CC(C)(C)C=1C=C(C=C(C1O)C(C)(C)C)SCCC=O (3-[[3,5-bis(1,1-dimethylethyl)-4-hydroxyphenyl]thio]propanal), COC(CNCC1=CC=CC=C1)=O (N-benzylglycine methyl ester). The solvent is CO (methanol). The product is COC(CN(CC1=CC=CC=C1)CCCSC1=CC(=C(C(=C1)C(C)(C)C)O)C(C)(C)C)=O (Methyl[[3-[[3,5-bis(1,1-dimethylethyl)-4-hydroxyphenyl]thio]propyl](phenylmethyl)amino]acetate). Reaction SMILES: [CH3:1][C:2]([C:5]1[CH:6]=[C:7]([S:16][CH2:17][CH2:18][CH:19]=O)[CH:8]=[C:9]([C:12]([CH3:15])([CH3:14])[CH3:13])[C:10]=1[OH:11])([CH3:4])[CH3:3].[CH3:21][O:22][C:23](=[O:33])[CH2:24][NH:25][CH2:26][C:27]1[CH:32]=[CH:31][CH:30]=[CH:29][CH:28]=1>CO>[CH3:21][O:22][C:23](=[O:33])[CH2:24][N:25]([CH2:19][CH2:18][CH2:17][S:16][C:7]1[CH:8]=[C:9]([C:12]([CH3:15])([CH3:14])[CH3:13])[C:10]([OH:11])=[C:5]([C:2]([CH3:1])([CH3:4])[CH3:3])[CH:6]=1)[CH2:26][C:27]1[CH:32]=[CH:31][CH:30]=[CH:29][CH:28]=1. Procedure: Using the method of Example 39, the product from Example 38 was reacted with methanol and N-benzylglycine methyl ester to give the title compound. The product is CC(NC(CCc1ccccc1)C(=O)O)C(=O)N1CCCC1C(=O)NC(Cc1ccccc1)C(=O)O. Reaction SMILES: [CH2:1]([CH3:2])[O:3][C:4](=[O:5])[CH:6]([CH2:7][CH2:8][c:9]1[cH:10][cH:11][cH:12][cH:13][cH:14]1)[NH:15][CH:16]([CH3:17])[C:18](=[O:19])[N:20]1[CH:21]([C:22](=[O:23])[NH:24][CH:25]([CH2:26][c:27]2[cH:28][cH:29][cH:30][cH:31][cH:32]2)[C:33](=[O:34])[OH:35])[CH2:36][CH2:37][CH2:38]1.[Na+:40].[OH-:39]>>[O:3]=[C:4]([OH:5])[CH:6]([CH2:7][CH2:8][c:9]1[cH:10][cH:11][cH:12][cH:13][cH:14]1)[NH:15][CH:16]([CH3:17])[C:18](=[O:19])[N:20]1[CH:21]([C:22](=[O:23])[NH:24][CH:25]([CH2:26][c:27]2[cH:28][cH:29][cH:30][cH:31][cH:32]2)[C:33](=[O:34])[OH:35])[CH2:36][CH2:37][CH2:38]1. The reactants are CCOC(=O)C(CCc1ccccc1)NC(C)C(=O)N1CCCC1C(=O)NC(Cc1ccccc1)C(=O)O, [Na+], [OH-]. Reactants: CCOC(C)=O, O=C(Nc1ccc(C2CCC3(CC2)OCCO3)cc1Cl)OCc1ccccc1, O=C(O)C(F)(F)F, [Na+], [OH-], O. The product is O=C1CCC(c2ccc(NC(=O)OCc3ccccc3)c(Cl)c2)CC1. RXN SMILES: [CH3:32][CH2:33][O:34][C:35](=[O:36])[CH3:37].[Cl:2][c:3]1[c:4]([NH:19][C:20]([O:21][CH2:22][c:23]2[cH:24][cH:25][cH:26][cH:27][cH:28]2)=[O:29])[cH:5][cH:6][c:7]([CH:9]2[CH2:10][CH2:11][C:12]3([O:13][CH2:16][CH2:15][O:14]3)[CH2:17][CH2:18]2)[cH:8]1.[F:38][C:39]([F:40])([F:41])[C:42]([OH:43])=[O:44].[Na+:31].[OH-:30].[OH2:1]>>[Cl:2][c:3]1[c:4]([NH:19][C:20]([O:21][CH2:22][c:23]2[cH:24][cH:25][cH:26][cH:27][cH:28]2)=[O:29])[cH:5][cH:6][c:7]([CH:9]2[CH2:10][CH2:11][C:12](=[O:13])[CH2:17][CH2:18]2)[cH:8]1. Reactants: O (water), C(=O)([O-])[O-].[K+].[K+] (K2CO3), BrC1=C(C(=O)OCC)C=CC(=C1O)Br (ethyl 2,4-dibromo-3-hydroxybenzoate), BrCC(CC)=O (1-bromo-2-butanone). Solvent: CN(C)C=O (DMF). Conditions: temperature 80 celsius. Product: BrC1=C(C(=O)OCC)C=CC(=C1OCC(=O)CC)Br (ethyl 2,4-dibromo-3-(ethylcarbonylmethoxy)benzoate). As a reaction SMILES: C([O-])([O-])=O.[K+].[K+].[Br:7][C:8]1[C:18]([OH:19])=[C:17]([Br:20])[CH:16]=[CH:15][C:9]=1[C:10]([O:12][CH2:13][CH3:14])=[O:11].Br[CH2:22][C:23](=[O:26])[CH2:24][CH3:25].O>CN(C=O)C>[Br:7][C:8]1[C:18]([O:19][CH2:22][C:23]([CH2:24][CH3:25])=[O:26])=[C:17]([Br:20])[CH:16]=[CH:15][C:9]=1[C:10]([O:12][CH2:13][CH3:14])=[O:11] |f:0.1.2|. Procedure: 0.853 g (6.20 mmol) of K2CO3, 0.154 g (0.90 mmol) of KI and 1.000 g (3.10 mmol) of ethyl 2,4-dibromo-3-hydroxybenzoate were initially charged in 10 ml of DMF. At RT, 0.621 g (3.70 mmol) of 1-bromo-2-butanone was added, and the mixture was then heated at 80° C. for 4 h. The mixture was then poured into water and extracted with diisopropyl ether. The combined organic phases were washed with water, dried over Na2SO4 and evaporated to dryness. Drying under oil pump vacuum gave ethyl 2,4-dibromo-3-(e...